Dataset: the Open Reaction Database (ORD), a public repository of structured organic reaction records. Task: describe an organic reaction: reactants, conditions, products, and yield The reactants are FC=1C=CC=C2C=C(C(NC12)=O)C1CCN(CC1)C(=O)O[C@@H](C(N1CCC(CC1)N1CCCCC1)=O)CC1=CC2=CN(N=C2C(=C1)C)COCC[Si](C)(C)C ((R)-3-(7-Methyl-2-((2-(trimethylsilyl)ethoxy)methyl)-2H-indazol-5-yl)-1-oxo-1-(4-(piperidin-1-yl)piperidin-1-yl)propan-2-yl 4-(8-fluoro-2-oxo-1,2-dihydroquinolin-3-yl)piperidine-1-carboxylate), Cl (Hydrochloric acid). The solvent is C(C)(=O)OCC (ethyl acetate). Reaction conditions: time 18 hour. Product: FC=1C=CC=C2C=C(C(NC12)=O)C1CCN(CC1)C(=O)O[C@@H](C(N1CCC(CC1)N1CCCCC1)=O)CC=1C=C2C=NNC2=C(C1)C ((R)-3-(7-Methyl-1H-indazol-5-yl)-1-oxo-1-(4-(piperidin-1-yl)piperidin-1-yl)propan-2-yl 4-(8-fluoro-2-oxo-1,2-dihydroquinolin-3-yl)piperidine-1-carboxylate). The yield is 59.0%. Reaction SMILES: [F:1][C:2]1[CH:3]=[CH:4][CH:5]=[C:6]2[C:11]=1[NH:10][C:9](=[O:12])[C:8]([CH:13]1[CH2:18][CH2:17][N:16]([C:19]([O:21][C@H:22]([CH2:37][C:38]3[CH:46]=[C:45]([CH3:47])[C:44]4[C:40](=[CH:41][N:42](COCC[Si](C)(C)C)[N:43]=4)[CH:39]=3)[C:23](=[O:36])[N:24]3[CH2:29][CH2:28][CH:27]([N:30]4[CH2:35][CH2:34][CH2:33][CH2:32][CH2:31]4)[CH2:26][CH2:25]3)=[O:20])[CH2:15][CH2:14]1)=[CH:7]2.Cl>C(OCC)(=O)C>[F:1][C:2]1[CH:3]=[CH:4][CH:5]=[C:6]2[C:11]=1[NH:10][C:9](=[O:12])[C:8]([CH:13]1[CH2:14][CH2:15][N:16]([C:19]([O:21][C@H:22]([CH2:37][C:38]3[CH:39]=[C:40]4[C:44](=[C:45]([CH3:47])[CH:46]=3)[NH:43][N:42]=[CH:41]4)[C:23](=[O:36])[N:24]3[CH2:25][CH2:26][CH:27]([N:30]4[CH2:35][CH2:34][CH2:33][CH2:32][CH2:31]4)[CH2:28][CH2:29]3)=[O:20])[CH2:17][CH2:18]1)=[CH:7]2. Procedure details: (R)-3-(7-Methyl-2-((2-(trimethylsilyl)ethoxy)methyl)-2H-indazol-5-yl)-1-oxo-1-(4-(piperidin-1-yl)piperidin-1-yl)propan-2-yl 4-(8-fluoro-2-oxo-1,2-dihydroquinolin-3-yl)piperidine-1-carboxylate (122 mg, 0.16 mmol) was dissolved in ethyl acetate (2 mL). Hydrochloric acid (4 N in dioxane, 3.0 mL) was added to the mixture. The reaction was stirred at room temperature for 18 h. The reaction mixture was concentrated en vacuo and purified by preparatory HPLC. Organic solvents were removed from the produ... The product is COc1ccccc1NC1c2cc(NC(=O)CC(C)(C)C)c(C)c(C)c2OC1(C)C. Starting materials: CCOC(C)=O, COc1ccccc1N, CCCCCC, Cc1c(NC(=O)CC(C)(C)C)cc2c(c1C)OC(C)(C)C2O. Reaction SMILES: [C:38]([O:39][CH2:40][CH3:41])(=[O:42])[CH3:43].[CH3:23][O:24][c:25]1[c:26]([NH2:31])[cH:27][cH:28][cH:29][cH:30]1.[CH3:32][CH2:33][CH2:34][CH2:35][CH2:36][CH3:37].[OH:1][CH:2]1[C:3]([CH3:21])([CH3:22])[O:4][c:5]2[c:6]1[cH:7][c:8]([NH:13][C:14]([CH2:15][C:16]([CH3:17])([CH3:18])[CH3:19])=[O:20])[c:9]([CH3:12])[c:10]2[CH3:11]>>[CH:2]1([NH:31][c:26]2[c:25]([O:24][CH3:23])[cH:30][cH:29][cH:28][cH:27]2)[C:3]([CH3:21])([CH3:22])[O:4][c:5]2[c:6]1[cH:7][c:8]([NH:13][C:14]([CH2:15][C:16]([CH3:17])([CH3:18])[CH3:19])=[O:20])[c:9]([CH3:12])[c:10]2[CH3:11]. The reactants are [N+](=O)([O-])C1=C(C=CC=C1)N1C2=C(C=CC1=O)C(=C(S2)C(=O)O)C2=CC=CC=C2 (7-(2—Nitrophenyl)-6-oxo-3-phenyl-6,7-dihydrothieno[2,3-b]pyridine-2-carboxylic acid), C(=O)(N1C=NC=C1)N1C=NC=C1 (1,1′-carbonyldiimidazole), N (ammonia). The solvent is CN(C)C=O (DMF). Reaction conditions: time 45 minute. Product: [N+](=O)([O-])C1=C(C=CC=C1)N1C2=C(C=CC1=O)C(=C(S2)C(=O)N)C2=CC=CC=C2 (7-(2—Nitrophenyl)-6-oxo-3-phenyl-6,7-dihydrothieno[2,3-b]pyridine-2-carboxamide). Yield: 40.0%. RXN SMILES: [N+:1]([C:4]1[CH:9]=[CH:8][CH:7]=[CH:6][C:5]=1[N:10]1[C:15](=[O:16])[CH:14]=[CH:13][C:12]2[C:17]([C:23]3[CH:28]=[CH:27][CH:26]=[CH:25][CH:24]=3)=[C:18]([C:20]([OH:22])=O)[S:19][C:11]1=2)([O-:3])=[O:2].C(N1C=CN=C1)([N:31]1C=CN=C1)=O.N>CN(C=O)C>[N+:1]([C:4]1[CH:9]=[CH:8][CH:7]=[CH:6][C:5]=1[N:10]1[C:15](=[O:16])[CH:14]=[CH:13][C:12]2[C:17]([C:23]3[CH:28]=[CH:27][CH:26]=[CH:25][CH:24]=3)=[C:18]([C:20]([NH2:31])=[O:22])[S:19][C:11]1=2)([O-:3])=[O:2]. Procedure: A mixture of the compound of Example 123 (105 mg, 0.268 mmol) and 1,1′-carbonyldiimidazole (65 mg, 0.40 mmol) in DMF (3 mL) was stirred at r.t. for 45 min. Concentrated ammonia solution (1 mL) was added and the mixture stirred overnight at r.t. Volatiles were removed in vacuo, the residue taken up in DCM, washed 2M HCl(aq), dried (Na2SO4), and concentrated in vacuo. Purification by column chromatography on silica (4% MeOH in DCM) gave the title compound as a yellow solid (42 mg). δH (DMSO-d6) 8.... The reactants are C(C=C)ONC(CC)=C1C(CC(CC1=O)(C)C)=O (2-(1-allyloxyaminopropylidene)-5,5-dimethylcyclohexane-1,3-dione), [OH-].[Na+] (sodium hydroxide), ice water, C(C1=CC=CC=C1)Br (benzyl bromide). The solvent is CC(=O)C (acetone), O (water). Run at temperature 60 celsius, time 10 hour. The product is C(C=C)ON=C(CC)C=1C(CC(CC1OCC1=CC=CC=C1)(C)C)=O (2-(N-allyloxypropionimidoyl)-3-benzyloxy-5,5-dimethyl-2-cyclohexene-1-one). As a reaction SMILES: [CH2:1]([O:4][NH:5][C:6](=[C:9]1[C:14](=[O:15])[CH2:13][C:12]([CH3:17])([CH3:16])[CH2:11][C:10]1=[O:18])[CH2:7][CH3:8])[CH:2]=[CH2:3].[OH-].[Na+].[CH2:21](Br)[C:22]1[CH:27]=[CH:26][CH:25]=[CH:24][CH:23]=1>CC(C)=O.O>[CH2:1]([O:4][N:5]=[C:6]([C:9]1[C:10](=[O:18])[CH2:11][C:12]([CH3:17])([CH3:16])[CH2:13][C:14]=1[O:15][CH2:21][C:22]1[CH:27]=[CH:26][CH:25]=[CH:24][CH:23]=1)[CH2:7][CH3:8])[CH:2]=[CH2:3] |f:1.2|. Reported procedure: To a solution of 2-(1-allyloxyaminopropylidene)-5,5-dimethylcyclohexane-1,3-dione (2.5 g) in acetone (30 ml), sodium hydroxide (0.4 g) in water (2 ml) was added at room temperature and then benzyl bromide (2.0 g) was added. After stirring for 10 hours at 60° C the reaction mixture was poured into ice-water and extracted with chloroform. The extract was washed with one normal sodium hydroxide and dried over magnesium sulfate. The solvent was removed in vacuo and an oily substance which solidified...